This data is from the Open Reaction Database (ORD), a public repository of structured organic reaction records. The task is: describe an organic reaction: reactants, conditions, products, and yield Reactants: OC1N(C(C2=CC(=C(C(=C12)C)C#N)CC1=CC=C(C=C1)N1N=CC=C1)=O)[C@H]1[C@@H](CCCC1)O (rac-3-hydroxy-2-(trans-2-hydroxycyclohexyl)-4-methyl-1-oxo-6-[4-(1H-pyrazol-1-yl)benzyl]-2,3-dihydro-1H-isoindole-5-carbonitrile), FC(C(=O)O)(F)F (trifluoroacetic acid), C([O-])(O)=O.[Na+] (sodium bicarbonate), C(C)[SiH](CC)CC (triethylsilane). The solvent is ClCCl (dichloromethane). Run at temperature 15 celsius, time 15 minute. The product is O[C@H]1[C@@H](CCCC1)N1C(C2=CC(=C(C(=C2C1)C)C#N)CC1=CC=C(C=C1)N1N=CC=C1)=O (rac-2-(trans-2-hydroxycyclohexyl)-4-methyl-1-oxo-6-(4-(1H-pyrazol-1-yl)benzyl)isoindoline-5-carbonitrile). The yield is 20.8%. Reaction SMILES: O[CH:2]1[C:10]2[C:5](=[CH:6][C:7]([CH2:14][C:15]3[CH:20]=[CH:19][C:18]([N:21]4[CH:25]=[CH:24][CH:23]=[N:22]4)=[CH:17][CH:16]=3)=[C:8]([C:12]#[N:13])[C:9]=2[CH3:11])[C:4](=[O:26])[N:3]1[C@@H:27]1[CH2:32][CH2:31][CH2:30][CH2:29][C@H:28]1[OH:33].FC(F)(F)C(O)=O.C([SiH](CC)CC)C.C(=O)(O)[O-].[Na+]>ClCCl>[OH:33][C@@H:28]1[CH2:29][CH2:30][CH2:31][CH2:32][C@H:27]1[N:3]1[CH2:2][C:10]2[C:5](=[CH:6][C:7]([CH2:14][C:15]3[CH:20]=[CH:19][C:18]([N:21]4[CH:25]=[CH:24][CH:23]=[N:22]4)=[CH:17][CH:16]=3)=[C:8]([C:12]#[N:13])[C:9]=2[CH3:11])[C:4]1=[O:26] |f:3.4|. Procedure details: To a solution of rac-3-hydroxy-2-(trans-2-hydroxycyclohexyl)-4-methyl-1-oxo-6-[4-(1H-pyrazol-1-yl)benzyl]-2,3-dihydro-1H-isoindole-5-carbonitrile (0.10 g) in dichloromethane (2.00 mL) was added trifluoroacetic acid (0.31 mL) under ice-cooling. After 15 min, triethylsilane (0.50 mL) was added thereto, and the mixture was stirred at 15° C. for 16 hr. The reaction mixture was poured into saturated aqueous sodium bicarbonate solution, and the mixture was extracted with ethyl acetate (×2). The organi... Starting materials: ClC1=C(OC2CN(C2)C(=O)Cl)C=CC(=C1)Cl (3-(2,4-dichlorophenoxy)-1-azetidinecarbonyl chloride), CN (monomethylamine). The solvent is O (water), O1CCCC1 (tetrahydrofuran). Run at time 5 hour. The product is ClC1=C(OC2CN(C2)C(=O)NC)C=CC(=C1)Cl (3-(2,4-Dichlorophenoxy)-N-methyl-1-azetidinecarboxamide). RXN SMILES: [Cl:1][C:2]1[CH:15]=[C:14]([Cl:16])[CH:13]=[CH:12][C:3]=1[O:4][CH:5]1[CH2:8][N:7]([C:9](Cl)=[O:10])[CH2:6]1.[CH3:17][NH2:18]>O1CCCC1.O>[Cl:1][C:2]1[CH:15]=[C:14]([Cl:16])[CH:13]=[CH:12][C:3]=1[O:4][CH:5]1[CH2:8][N:7]([C:9]([NH:18][CH3:17])=[O:10])[CH2:6]1. Procedure: A stirred solution of 4.8 g (0.017 mole) of 3-(2,4-dichlorophenoxy)-1-azetidinecarbonyl chloride in 20 mL of tetrahydrofuran was treated with 4 mL (0.05 mole) of 40% aqueous monomethylamine. After stirring for 5 h, the reaction mixture was diluted with 200 mL of water and the precipitated solid collected by filtration (4.6 g). The crude product was recrystallized from acetonitrile yielding 3.4 g (72.7%) of coarse white powder, mp 140°-141° C. Starting materials: C(C=C)OC(=O)N1[C@@H](C[C@@H](C1)SC1=C(N2C([C@@H]([C@H]2[C@H]1C)[C@@H](C)O)=O)C(=O)OCC=C)CC=1N(C=CN1)C (allyl (4R,5S,6S)-3-[(2R,4S)-1-allyloxycarbonyl-2-(1-methylimidazol-2-ylmethyl)-pyrrolidin-4-yl]thio-6-[(1R)-1-hydroxyethyl ]-4-methyl-7-oxo-1-azabicyclo[3.2.0]hept-2-ene-2-carboxylate), CI (methyl iodide). The solvent is CC(=O)C (acetone). Conditions: time 35 hour. Product: [I-].C(C=C)OC(=O)N1[C@@H](C[C@@H](C1)SC1=C(N2C([C@@H]([C@H]2[C@H]1C)[C@@H](C)O)=O)C(=O)OCC=C)C[CH2+]1N(C=CN1C)C (allyl (4R,5S,6S)-3-[(2R,4S)-1-allyloxycarbonyl-2-(1, 3-dimethyl-2-imidazoliomethyl)-pyrrolidin-4-yl]thio-6-[(1R)-1-hydroxyethyl]-4-methyl-7-oxo-1-azabicyclo[3.2.0]hept-2-ene-2-carboxylate iodide). Reaction SMILES: [CH2:1]([O:4][C:5]([N:7]1[CH2:11][C@@H:10]([S:12][C:13]2[C@H:19]([CH3:20])[C@H:18]3[N:15]([C:16](=[O:24])[C@@H:17]3[C@H:21]([OH:23])[CH3:22])[C:14]=2[C:25]([O:27][CH2:28][CH:29]=[CH2:30])=[O:26])[CH2:9][C@H:8]1[CH2:31][C:32]1[N:33]([CH3:37])[CH:34]=[CH:35][N:36]=1)=[O:6])[CH:2]=[CH2:3].[CH3:38][I:39]>CC(C)=O>[I-:39].[CH2:1]([O:4][C:5]([N:7]1[CH2:11][C@@H:10]([S:12][C:13]2[C@H:19]([CH3:20])[C@H:18]3[N:15]([C:16](=[O:24])[C@@H:17]3[C@H:21]([OH:23])[CH3:22])[C:14]=2[C:25]([O:27][CH2:28][CH:29]=[CH2:30])=[O:26])[CH2:9][C@H:8]1[CH2:31][CH2+:32]1[N:36]([CH3:38])[CH:35]=[CH:34][N:33]1[CH3:37])=[O:6])[CH:2]=[CH2:3] |f:3.4|. Reported procedure: To a solution of allyl (4R,5S,6S)-3-[(2R,4S)-1-allyloxycarbonyl-2-(1-methylimidazol-2-ylmethyl)-pyrrolidin-4-yl]thio-6-[(1R)-1-hydroxyethyl ]-4-methyl-7-oxo-1-azabicyclo[3.2.0]hept-2-ene-2-carboxylate (1.25 g) in acetone (12 ml) was added methyl iodide (1.47 ml ) at room temperature. The mixture was stirred for 35 hours at the same temperature. The reaction mixture was evaporated in vacuo to give allyl (4R,5S,6S)-3-[(2R,4S)-1-allyloxycarbonyl-2-(1, 3-dimethyl-2-imidazoliomethyl)-pyrrolidin-4-yl]... RXN SMILES: [Na].[S:2]([C:6]1[CH:7]=[C:8]([C:16]([O:18][CH3:19])=[O:17])[CH:9]=[C:10]([CH:15]=1)[C:11]([O:13][CH3:14])=[O:12])([OH:5])(=[O:4])=[O:3].[Na].[Cl-].[Ba+2:22].[Cl-]>O>[Ba:22].[S:2]([C:6]1[CH:15]=[C:10]([C:11]([O:13][CH3:14])=[O:12])[CH:9]=[C:8]([CH:7]=1)[C:16]([O:18][CH3:19])=[O:17])([OH:5])(=[O:4])=[O:3] |f:0.1,3.4.5,7.8,^1:0,19|. Procedure details: 296 Grams of dimethyl 5-sulfoisophthalate sodium salt were placed together with 2000 g of ion exchanged water in a reactor equipped with a stirrer. The contents in the reactor were heated with stirring to 80° C. so that the sodium salt was dissolved in water. A solution of barium chloride dissolved in an amount of 104 g into 900 ml of ion exchanged water was then gradually added dropwise to the thus obtained solution. The resulting mixture was cooled to 30° C. and filtered to separate white prec... Conditions: temperature 30 celsius. Product: [Ba].S(=O)(=O)(O)C=1C=C(C=C(C(=O)OC)C1)C(=O)OC (dimethyl 5-sulfoisophthalate barium salt). Run in ion, O (water), O (water), O (water). Starting materials: [Cl-].[Ba+2].[Cl-] (barium chloride), [Na].S(=O)(=O)(O)C=1C=C(C=C(C(=O)OC)C1)C(=O)OC (dimethyl 5-sulfoisophthalate sodium salt), ion, [Na] (sodium). Reactants: ClC=1C=C(C=CC1Cl)/C=C/C(=O)N1CCN(C(CC1)=O)CCCO (1-[(E)-3-(3,4-dichloro-phenyl)-acryloyl]-4-(3-hydroxy-propyl)-[1,4]diazepan-5-one), CS(=O)(=O)Cl (methanesulfonyl chloride). The product is ClC=1C=C(C=CC1Cl)/C=C/C(=O)N1CCN(C(CC1)=O)CCCOS(=O)(=O)C (Methanesulfonic acid 3-{4-[(E)-3-(3,4-dichloro-phenyl)-acryloyl]-7-oxo-[1,4]diazepan-1-yl}-propyl ester). As a reaction SMILES: [Cl:1][C:2]1[CH:3]=[C:4](/[CH:9]=[CH:10]/[C:11]([N:13]2[CH2:19][CH2:18][C:17](=[O:20])[N:16]([CH2:21][CH2:22][CH2:23][OH:24])[CH2:15][CH2:14]2)=[O:12])[CH:5]=[CH:6][C:7]=1[Cl:8].[CH3:25][S:26](Cl)(=[O:28])=[O:27]>>[Cl:1][C:2]1[CH:3]=[C:4](/[CH:9]=[CH:10]/[C:11]([N:13]2[CH2:19][CH2:18][C:17](=[O:20])[N:16]([CH2:21][CH2:22][CH2:23][O:24][S:26]([CH3:25])(=[O:28])=[O:27])[CH2:15][CH2:14]2)=[O:12])[CH:5]=[CH:6][C:7]=1[Cl:8]. Procedure: In analogy to the procedure described in example 5C, 1-[(E)-3-(3,4-dichloro-phenyl)-acryloyl]-4-(3-hydroxy-propyl)-[1,4]diazepan-5-one and methanesulfonyl chloride gave the crude title compound as white foam and as a mixture of mainly mesylate and some chloride. The reactants are N(=NC(=O)OC(C)C)C(=O)OC(C)C (Diisopropyl azodicarboxylate), OC1=C(SC(=C1)N1C=NC2=C1C=CC(=C2)C=2C=NN(C2)C)C(=O)OC (Methyl 3-hydroxy-5-[5-(1-methyl-1H-pyrazol-4-yl)-1H-benzimidazol-1-yl]-2-thiophenecarboxylate), OC(C)C=1C=C(C=CC1)OC1CCN(CC1)C(=O)OC(C)(C)C ((+/−)-1,1-dimethylethyl 4-{[3-(1-hydroxyethyl)phenyl]oxy}-1-piperidinecarboxylate), C1(=CC=CC=C1)P(C1=CC=CC=C1)C1=CC=CC=C1 (triphenylphosphine). Solvent: C(Cl)Cl (DCM). The product is COC(=O)C=1SC(=CC1OC(C)C=1C=C(C=CC1)OC1CCN(CC1)C(=O)OC(C)(C)C)N1C=NC2=C1C=CC(=C2)C=2C=NN(C2)C (1,1-Dimethylethyl 4-({3-[1-({2-[(methyloxy)carbonyl]-5-[5-(1-methyl-1H-pyrazol-4-yl)-1H-benzimidazol-1-yl]-3-thienyl}oxy)ethyl]phenyl}oxy)-1-piperidinecarboxylate). Isolated yield 249.1%. Reaction SMILES: [OH:1][C:2]1[CH:6]=[C:5]([N:7]2[C:11]3[CH:12]=[CH:13][C:14]([C:16]4[CH:17]=[N:18][N:19]([CH3:21])[CH:20]=4)=[CH:15][C:10]=3[N:9]=[CH:8]2)[S:4][C:3]=1[C:22]([O:24][CH3:25])=[O:23].O[CH:27]([C:29]1[CH:30]=[C:31]([O:35][CH:36]2[CH2:41][CH2:40][N:39]([C:42]([O:44][C:45]([CH3:48])([CH3:47])[CH3:46])=[O:43])[CH2:38][CH2:37]2)[CH:32]=[CH:33][CH:34]=1)[CH3:28].C1(P(C2C=CC=CC=2)C2C=CC=CC=2)C=CC=CC=1.N(C(OC(C)C)=O)=NC(OC(C)C)=O>C(Cl)Cl>[CH3:25][O:24][C:22]([C:3]1[S:4][C:5]([N:7]2[C:11]3[CH:12]=[CH:13][C:14]([C:16]4[CH:17]=[N:18][N:19]([CH3:21])[CH:20]=4)=[CH:15][C:10]=3[N:9]=[CH:8]2)=[CH:6][C:2]=1[O:1][CH:27]([C:29]1[CH:30]=[C:31]([O:35][CH:36]2[CH2:41][CH2:40][N:39]([C:42]([O:44][C:45]([CH3:46])([CH3:48])[CH3:47])=[O:43])[CH2:38][CH2:37]2)[CH:32]=[CH:33][CH:34]=1)[CH3:28])=[O:23]. Procedure details: Methyl 3-hydroxy-5-[5-(1-methyl-1H-pyrazol-4-yl)-1H-benzimidazol-1-yl]-2-thiophenecarboxylate (0.300 g, 0.847 mmol), (+/−)-1,1-dimethylethyl 4-{[3-(1-hydroxyethyl)phenyl]oxy}-1-piperidinecarboxylate (0.285 mmol), and triphenylphosphine (0.667 g, 2.54 mmol) were dissolved in 25 mL of DCM with stirring. Diisopropyl azodicarboxylate was added slowly dropwise via syringe. The reaction was stirred overnight, and the mixture was adsorbed onto silica gel. Purification by flash chromatography afforded 0... Reactants: C(C1=CC=CC=C1)N1CCN(CC1)CCNC1=NC2=CC=NC(=C2C=C1)C ([2-(4-Benzylpiperazin-1-yl)ethyl]-(5-methyl[1,6]naphthyridin-2-yl)amine), C1(=CC=CC=C1)CC=O (phenylacetaldehyde). Yields the product CC1=C2C=CC(=NC2=CC=N1)NCCN1CCN(CC1)CCC1=CC=CC=C1 ((5-Methyl[1,6]naphthyridin-2-yl)-[2-(4-phenethylpiperazin-1-yl)ethyl]amine). RXN SMILES: [CH2:1]([N:8]1[CH2:13][CH2:12][N:11]([CH2:14][CH2:15][NH:16][C:17]2[CH:26]=[CH:25][C:24]3[C:19](=[CH:20][CH:21]=[N:22][C:23]=3[CH3:27])[N:18]=2)[CH2:10][CH2:9]1)C1C=CC=CC=1.[C:28]1([CH2:34]C=O)[CH:33]=[CH:32][CH:31]=[CH:30][CH:29]=1>>[CH3:27][C:23]1[N:22]=[CH:21][CH:20]=[C:19]2[C:24]=1[CH:25]=[CH:26][C:17]([NH:16][CH2:15][CH2:14][N:11]1[CH2:12][CH2:13][N:8]([CH2:1][CH2:34][C:28]3[CH:33]=[CH:32][CH:31]=[CH:30][CH:29]=3)[CH2:9][CH2:10]1)=[N:18]2. Procedure: Compound 10 was prepared as described for compound 9, using phenylacetaldehyde in place of benzaldehyde. 1H NMR (CD3OD, 400 MHz) δ 8.20 (d, 1H, J=5.5 Hz), 8.10 (d, 1H, J=7.5 Hz), 7.10-7.40 (m, 6H), 6.85 (d, 1H, J=7.5 Hz), 3.65-3.75 (m, 2H), 2.50-2.90 (m, 17H). LCMS (EI) m/z 376 (M+1).